Dataset: the Open Reaction Database (ORD), a public repository of structured organic reaction records. Task: describe an organic reaction: reactants, conditions, products, and yield The reactants are Cc1nc(C(F)(F)F)ccc1Cn1nc2c(Br)c(-c3ccc(Cl)cc3)cc(C)n2c1=O, CC1(C)OB(c2ccncc2)OC1(C)C, Cc1ccccc1, [Na+], [Na+], O=C([O-])[O-], O. Product: Cc1nc(C(F)(F)F)ccc1Cn1nc2c(-c3ccncc3)c(-c3ccc(Cl)cc3)cc(C)n2c1=O. As a reaction SMILES: [Br:1][c:2]1[c:3]2[n:4]([c:5]([CH3:15])[cH:6][c:7]1-[c:8]1[cH:9][cH:10][c:11]([Cl:14])[cH:12][cH:13]1)[c:16](=[O:31])[n:17]([CH2:19][c:20]1[c:21]([CH3:30])[n:22][c:23]([C:26]([F:27])([F:28])[F:29])[cH:24][cH:25]1)[n:18]2.[CH3:32][C:33]1([CH3:34])[C:35]([CH3:36])([CH3:37])[O:38][B:39]([c:40]2[cH:41][cH:42][n:43][cH:44][cH:45]2)[O:46]1.[CH3:53][c:54]1[cH:55][cH:56][cH:57][cH:58][cH:59]1.[Na+:47].[Na+:48].[O-:49][C:50](=[O:51])[O-:52].[OH2:60]>>[c:2]1(-[c:40]2[cH:41][cH:42][n:43][cH:44][cH:45]2)[c:3]2[n:4]([c:5]([CH3:15])[cH:6][c:7]1-[c:8]1[cH:9][cH:10][c:11]([Cl:14])[cH:12][cH:13]1)[c:16](=[O:31])[n:17]([CH2:19][c:20]1[c:21]([CH3:30])[n:22][c:23]([C:26]([F:27])([F:28])[F:29])[cH:24][cH:25]1)[n:18]2. The reactants are [C-]1(C=CC=C1)C(=O)Cl.[CH-]1C=CC=C1.[Fe+2] (ferrocenoyl chloride), O (water), CC=1C=C(C(=O)N(N)C(C)(C)C)C=CC1 (N'-3-methylbenzoyl-N'-t-butylhydrazine), [OH-].[Na+] (sodium hydroxide). Solvent: C1(=CC=CC=C1)C (toluene), C1(=CC=CC=C1)C (toluene). Run at time 8 hour. The product is [C-]1(C=CC=C1)C(=O)NN(C(C)(C)C)C(C1=CC(=CC=C1)C)=O.[CH-]1C=CC=C1.[Fe+2] (N-ferrocenoyl-N'-3-methylbenzoyl-N'-t-butylhydrazine), solid. Reaction SMILES: [CH3:1][C:2]1[CH:3]=[C:4]([CH:13]=[CH:14][CH:15]=1)[C:5]([N:7]([C:9]([CH3:12])([CH3:11])[CH3:10])[NH2:8])=[O:6].[OH-].[Na+].[C-:18]1([C:23](Cl)=[O:24])[CH:22]=[CH:21][CH:20]=[CH:19]1.[CH-:26]1[CH:30]=[CH:29][CH:28]=[CH:27]1.[Fe+2:31].O>C1(C)C=CC=CC=1>[C-:18]1([C:23]([NH:8][N:7]([C:5](=[O:6])[C:4]2[CH:13]=[CH:14][CH:15]=[C:2]([CH3:1])[CH:3]=2)[C:9]([CH3:12])([CH3:10])[CH3:11])=[O:24])[CH:22]=[CH:21][CH:20]=[CH:19]1.[CH-:26]1[CH:30]=[CH:29][CH:28]=[CH:27]1.[Fe+2:31] |f:1.2,3.4.5,8.9.10|. Procedure: To a stirred mixture of N'-3-methylbenzoyl-N'-t-butylhydrazine (0.83 g, 4.0 mmol) and 50% aqueous sodium hydroxide (0.4 g, 5.0 mmol) in toluene (30 mL) was added 7 mL of a toluene solution of ferrocenoyl chloride (Example 2), at room temperature dropwise (addition time 2 hours). After the addition was completed water is added (5 mL) and the resulting mixture allowed to stand overnight, filtered and the filtrate washed with water and dried over MgSO4. Evaporation of the solvent yielded a brown oi... Reactants: ClC1=C(C=CC=C1)[N+](=O)[O-] (2-chloronitrobenzene), C[O-].[Na+] (sodium methoxide), SC=1NC=CN1 (2-mercaptoimidazole), ClC1=C(C=CC=C1)[N+](=O)[O-] (2-chloronitrobenzene). The solvent is C(C)O (ethanol). The product is [N+](=O)([O-])C1=C(C=CC=C1)SC=1NC=CN1 (2-[(2-Nitrophenyl)thio]-1H-imidazole). Yield: 75.0%. Reaction SMILES: [SH:1][C:2]1[NH:3][CH:4]=[CH:5][N:6]=1.Cl[C:8]1[CH:13]=[CH:12][CH:11]=[CH:10][C:9]=1[N+:14]([O-:16])=[O:15].C[O-].[Na+]>C(O)C>[N+:14]([C:9]1[CH:10]=[CH:11][CH:12]=[CH:13][C:8]=1[S:1][C:2]1[NH:3][CH:4]=[CH:5][N:6]=1)([O-:16])=[O:15] |f:2.3|. Procedure details: A mixture of 5.0 g (0.05 mole) of 2-mercaptoimidazole. 7.9 g (0.05 mole) of 2-chloronitrobenzene, 6.5 g (0.12 mole) of sodium methoxide and 150 ml of ethanol was stirred and refluxed for 5 hours. An additional 0.8 g of 2-chloronitrobenzene, was added and refluxing continued for 5 more hours. The mixture was filtered hot and the filtrates concentrated. The residue was partitioned with water and dichloromethane. The undissolved solid was collected by filtration to give 8.3 g of product. The dichlo... The reactants are CN(C1(CCC(CC1)=O)C1=CC=CC=C1)C (4-dimethylamino-4-phenylcyclohexanone), C(C)(=O)O (acetic acid), C(C)(=O)O[BH-](OC(C)=O)OC(C)=O.[Na+] (sodium triacetoxyborohydride), N1C=C(C2=CC=CC=C12)CN (C-(1H-indol-3-yl)methylamine). Solvent: C1CCOC1 (THF), ClCCCl (1,2-dichloroethane), O (water). Conditions: time 72 hour. Product: N1C=C(C2=CC=CC=C12)CNC1CCC(CC1)(N(C)C)C1=CC=CC=C1 (N′-(1H-indol-3-ylmethyl)-N,N-dimethyl-1-phenyl-cyclohexane-1,4-diamine). The yield is 22.5%. As a reaction SMILES: [NH:1]1[C:9]2[C:4](=[CH:5][CH:6]=[CH:7][CH:8]=2)[C:3]([CH2:10][NH2:11])=[CH:2]1.[CH3:12][N:13]([CH3:27])[C:14]1([C:21]2[CH:26]=[CH:25][CH:24]=[CH:23][CH:22]=2)[CH2:19][CH2:18][C:17](=O)[CH2:16][CH2:15]1.C(O)(=O)C.C(O[BH-](OC(=O)C)OC(=O)C)(=O)C.[Na+]>ClCCCl.O.C1COCC1>[NH:1]1[C:9]2[C:4](=[CH:5][CH:6]=[CH:7][CH:8]=2)[C:3]([CH2:10][NH:11][CH:17]2[CH2:16][CH2:15][C:14]([C:21]3[CH:22]=[CH:23][CH:24]=[CH:25][CH:26]=3)([N:13]([CH3:27])[CH3:12])[CH2:19][CH2:18]2)=[CH:2]1 |f:3.4|. Procedure details: 292 mg C-(1H-indol-3-yl)methylamine were dissolved in dry 1,2-dichloroethane (15 ml) and THF (5 ml) under argon to give an almost clear solution. After addition of 4-dimethylamino-4-phenylcyclohexanone (435 mg), glacial acetic acid (4 mmol) and sodium triacetoxyborohydride (550 mg), a suspension was present, which was stirred for 72 hours at RT. For working up, water (20 ml) was added to the reaction mixture and the mixture was stirred vigorously for one hour. The organic phase was separated off... The reactants are NC1=C(C(=O)N)C=CC(=C1)C(C1=CC=CC=C1)N1C=NC=C1 (2-amino-4-[(1H-imidazol-1-yl)phenylmethyl]benzamide), C(=O)(N1C=NC=C1)N1C=NC=C1 (1,1'-carbonylbis[1H-imidazole]). Run in O1CCCC1 (tetrahydrofuran). Conditions: time 8 hour. The product is N1(C=NC=C1)C(C1=CC=C2C(NC(NC2=C1)=O)=O)C1=CC=CC=C1 (7-[(1H-imidazol-1-yl)phenylmethyl]-2,4(1H,3H)-quinazolinedione). Isolated yield 35.4%. Reaction SMILES: [NH2:1][C:2]1[CH:10]=[C:9]([CH:11]([N:18]2[CH:22]=[CH:21][N:20]=[CH:19]2)[C:12]2[CH:17]=[CH:16][CH:15]=[CH:14][CH:13]=2)[CH:8]=[CH:7][C:3]=1[C:4]([NH2:6])=[O:5].[C:23](N1C=CN=C1)(N1C=CN=C1)=[O:24]>O1CCCC1>[N:18]1([CH:11]([C:12]2[CH:17]=[CH:16][CH:15]=[CH:14][CH:13]=2)[C:9]2[CH:10]=[C:2]3[C:3]([C:4](=[O:5])[NH:6][C:23](=[O:24])[NH:1]3)=[CH:7][CH:8]=2)[CH:22]=[CH:21][N:20]=[CH:19]1. Procedure details: To a stirred solution of 4.6 parts of 2-amino-4-[(1H-imidazol-1-yl)phenylmethyl]benzamide in 90 parts of tetrahydrofuran were added 3.52 parts of 1,1'-carbonylbis[1H-imidazole]. The mixture was stirred first overnight at room temperature and then for 48 hours at reflux temperature. The solution was concentrated under reduced pressure and the concentrate was treated with water. The product was extracted with dichloromethane. A white product was precipitated in the dichloromethane layer. This prod... Reactants: O=c1c2cc(CBr)ccc2oc2ncccc12, CN(C)C=O, N#C[Na], O. Yields the product N#CCc1ccc2oc3ncccc3c(=O)c2c1. As a reaction SMILES: [Br:1][CH2:2][c:3]1[cH:4][cH:5][c:6]2[c:7]([c:8](=[O:16])[c:9]3[c:10]([n:11][cH:12][cH:13][cH:14]3)[o:15]2)[cH:17]1.[CH3:18][N:19]([CH3:20])[CH:21]=[O:22].[Na:23][C:24]#[N:25].[OH2:26]>>[CH2:2]([c:3]1[cH:4][cH:5][c:6]2[c:7]([c:8](=[O:16])[c:9]3[c:10]([n:11][cH:12][cH:13][cH:14]3)[o:15]2)[cH:17]1)[C:18]#[N:19]. Starting materials: O (water), O1CCN(CC1)C(CC(=O)OCC)=O (ethyl 3-morpholino-3-oxopropanoate), [H-].[Na+] (NaH), ClC1=NC(=CC2=CC=CC(=C12)Cl)[C@H](C)NC1=C2N=CN(C2=NC=N1)CC1=CC=C(C=C1)OC ((S)—N-(1-(1,8-dichloroisoquinolin-3-yl)ethyl)-9-(4-methoxybenzyl)-9H-purin-6-amine). Solvent: C1CCOC1 (THF). Product: ClC=1C=CC=C2C=C(N=C(C12)CC(=O)N1CCOCC1)[C@H](C)NC1=C2N=CN(C2=NC=N1)CC1=CC=C(C=C1)OC ((S)-2-(8-chloro-3-(1-((9-(4-methoxybenzyl)-9H-purin-6-yl)amino)ethyl)isoquinolin-1-yl)-1-morpholinoethanone). RXN SMILES: [O:1]1[CH2:6][CH2:5][N:4]([C:7](=[O:14])[CH2:8][C:9](OCC)=O)[CH2:3][CH2:2]1.[H-].[Na+].ClC1[C:27]2[C:22](=[CH:23][CH:24]=[CH:25][C:26]=2[Cl:28])[CH:21]=[C:20]([C@@H:29]([NH:31][C:32]2[N:40]=[CH:39][N:38]=[C:37]3[C:33]=2[N:34]=[CH:35][N:36]3[CH2:41][C:42]2[CH:47]=[CH:46][C:45]([O:48][CH3:49])=[CH:44][CH:43]=2)[CH3:30])[N:19]=1.O>C1COCC1>[Cl:28][C:26]1[CH:25]=[CH:24][CH:23]=[C:22]2[C:27]=1[C:9]([CH2:8][C:7]([N:4]1[CH2:3][CH2:2][O:1][CH2:6][CH2:5]1)=[O:14])=[N:19][C:20]([C@@H:29]([NH:31][C:32]1[N:40]=[CH:39][N:38]=[C:37]3[C:33]=1[N:34]=[CH:35][N:36]3[CH2:41][C:42]1[CH:43]=[CH:44][C:45]([O:48][CH3:49])=[CH:46][CH:47]=1)[CH3:30])=[CH:21]2 |f:1.2|. Procedure details: To a mixture of ethyl 3-morpholino-3-oxopropanoate 33 (402 mg, 2 mmol, 1.0 eq) and NaH (144 mg, 3 mmol, 1.5 eq) in THF (3 mL) at RT, (S)—N-(1-(1,8-dichloroisoquinolin-3-yl)ethyl)-9-(4-methoxybenzyl)-9H-purin-6-amine 1 (765 mg, 1.6 mmol, 0.8 eq) was added and the resulting mixture was stirred at reflux overnight. The reaction mixture was poured into water (50 mL) and extracted with DCM (3×50 mL). The combined organic layers were washed with brine, dried over Na2SO4 and filtered. The filtrate was ... Reactants: F[B-](F)(F)F, O=C(O)c1ccc(C(=O)N2CC=CC2)c(Br)c1, Br, CN1CCOCC1, CN(C)C=O, CO, COCC(N)c1nc2cc(Cl)ccc2[nH]1, Cl, ClCCl, CN(C)C(On1nnc2ccccc21)=[N+](C)C. Yields the product COCC(NC(=O)c1ccc(C(=O)N2CC=CC2)c(Br)c1)c1nc2cc(Cl)ccc2[nH]1. As a reaction SMILES: [B-:18]([F:19])([F:20])([F:21])[F:22].[Br:1][c:2]1[cH:3][c:4]([C:5](=[O:6])[OH:7])[cH:8][cH:9][c:10]1[C:11](=[O:12])[N:13]1[CH2:14][CH:15]=[CH:16][CH2:17]1.[Br:63].[CH3:40][N:41]1[CH2:42][CH2:43][O:44][CH2:45][CH2:46]1.[CH3:64][N:65]([CH3:66])[CH:67]=[O:68].[CH3:69][OH:70].[Cl:47][c:48]1[cH:49][c:50]2[c:51]([nH:52][c:53]([CH:55]([CH2:56][O:57][CH3:58])[NH2:59])[n:54]2)[cH:60][cH:61]1.[Cl:62].[Cl:71][CH2:72][Cl:73].[n:23]1([O:24][C:25]([N:26]([CH3:27])[CH3:28])=[N+:29]([CH3:30])[CH3:31])[c:32]2[cH:33][cH:34][cH:35][cH:36][c:37]2[n:38][n:39]1>>[Br:1][c:2]1[cH:3][c:4]([C:5](=[O:7])[NH:59][CH:55]([c:53]2[nH:52][c:51]3[c:50]([cH:49][c:48]([Cl:47])[cH:61][cH:60]3)[n:54]2)[CH2:56][O:57][CH3:58])[cH:8][cH:9][c:10]1[C:11](=[O:12])[N:13]1[CH2:14][CH:15]=[CH:16][CH2:17]1. The reactants are NC1=CC=C(C=C1)C(F)(F)F (4-aminobenzotrifluoride), N(=C=S)C1=CC(=NC(=C1)C(F)(F)F)C(F)(F)F (4-isothiocyanato-2,6-bis(trifluoromethyl)pyridine). Reagents/catalysts: C(C)N(CC)CC (triethylamine). Run in C1=CC=CC=C1 (benzene). Yields the product FC(C1=NC(=CC(=C1)NC(=S)NC1=CC=C(C=C1)C(F)(F)F)C(F)(F)F)(F)F (N-(2,6-bis(trifluoromethyl)-4-pyridinyl)-N'-(4-trifluoromethylphenyl)thiourea). Isolated yield 72.9%. RXN SMILES: [NH2:1][C:2]1[CH:7]=[CH:6][C:5]([C:8]([F:11])([F:10])[F:9])=[CH:4][CH:3]=1.[N:12]([C:15]1[CH:20]=[C:19]([C:21]([F:24])([F:23])[F:22])[N:18]=[C:17]([C:25]([F:28])([F:27])[F:26])[CH:16]=1)=[C:13]=[S:14]>C1C=CC=CC=1.C(N(CC)CC)C>[F:27][C:25]([F:26])([F:28])[C:17]1[CH:16]=[C:15]([NH:12][C:13]([NH:1][C:2]2[CH:7]=[CH:6][C:5]([C:8]([F:9])([F:10])[F:11])=[CH:4][CH:3]=2)=[S:14])[CH:20]=[C:19]([C:21]([F:24])([F:22])[F:23])[N:18]=1. Procedure details: A mixture of 4-aminobenzotrifluoride (1.48 g) and 4-isothiocyanato-2,6-bis(trifluoromethyl)pyridine (2.5 g, 0.01 mole) in dry benzene (25 ml) containing several drops of triethylamine was heated under reflux for 7 hours. Removal of the solvent and triethylamine gave the title compound as a colorless solid 2.9 g, m.p. 125°-132° C. Crystallization from benzene furnished a sample, m.p. 132° C.